Dataset: the Open Reaction Database (ORD), a public repository of structured organic reaction records. Task: describe an organic reaction: reactants, conditions, products, and yield The reactants are FC=1C=C(C=CC1)CC(=O)C=1C=NC=CC1 (2-(3-fluoro-phenyl)-1-pyridin-3-yl-ethanone), Cl.O(C)N (methoxylamine hydrochloride), oxime. Reagents/catalysts: [Pd] (Pd/C). Run in C(C)(=O)O (acetic acid). Reaction conditions: time 14 hour. The product is oxime, FC=1C=C(C=CC1)CC(C=1C=NC=CC1)N (2-(3-Fluoro-phenyl)-1-pyridin-3-yl-ethylamine). Reaction SMILES: [F:1][C:2]1[CH:3]=[C:4]([CH2:8][C:9]([C:11]2[CH:12]=[N:13][CH:14]=[CH:15][CH:16]=2)=O)[CH:5]=[CH:6][CH:7]=1.Cl.O([NH2:20])C>C(O)(=O)C.[Pd]>[F:1][C:2]1[CH:3]=[C:4]([CH2:8][CH:9]([NH2:20])[C:11]2[CH:12]=[N:13][CH:14]=[CH:15][CH:16]=2)[CH:5]=[CH:6][CH:7]=1 |f:1.2|. Procedure details: The intermediate oxime was prepared from 2-(3-fluoro-phenyl)-1-pyridin-3-yl-ethanone (crude) and methoxylamine hydrochloride (6.50 g, 77.83 mmol) according to the protocol described in general procedure B. The oxime was then dissolved in acetic acid (10.00 mL) and Pd/C (0.80 g) was added. The reaction mixture was hydrogenated under 50 psi for 14 hours, then filtered and concentrated. The residue was basified with 5M sodium hydroxide and extracted with methylene chloride. The combined organic pha... Starting materials: C([O-])(O)=O.[Na+] (sodium bicarbonate), C1(=CC=CC=C1)OC (anisole), FC(C(=O)O)(F)F (trifluoroacetic acid), COC([C@H](NC(=O)OC(C)(C)C)COCC1=CC=CC=C1)=O (tert-butyloxycarbonyl-O-benzyl-D-serine methyl ester). The solvent is ClCCl (dichloromethane). Run at time 4 hour. Yields the product COC([C@H](N)COCC1=CC=CC=C1)=O (O-benzyl-D-serine methyl ester). Reaction SMILES: [CH3:1][O:2][C:3](=[O:22])[C@@H:4]([CH2:13][O:14][CH2:15][C:16]1[CH:21]=[CH:20][CH:19]=[CH:18][CH:17]=1)[NH:5]C(OC(C)(C)C)=O.C1(OC)C=CC=CC=1.FC(F)(F)C(O)=O.C(=O)(O)[O-].[Na+]>ClCCl>[CH3:1][O:2][C:3](=[O:22])[C@@H:4]([CH2:13][O:14][CH2:15][C:16]1[CH:21]=[CH:20][CH:19]=[CH:18][CH:17]=1)[NH2:5] |f:3.4|. Reported procedure: To a solution of tert-butyloxycarbonyl-O-benzyl-D-serine methyl ester (BF8-EZ0-275) (5.0 g, 16 mmol) stirring in dichloromethane (40 mL) and anisole (1 mL) at 0° C. was added trifluoroacetic acid (10 mL). After 4 h at room temperature, a saturated aqueous solution of sodium bicarbonate was added and the resulting mixture extracted with ethyl acetate. The combined organic extracts were washed with brine, dried over sodium sufate, and concentrated. The crude product was used in the next step witho... Reactants: CC(=O)OC(C)=O, O=C1Nc2cc(CCO)ccc2C2CCCC12, c1ccncc1. The product is CC(=O)OCCc1ccc2c(c1)NC(=O)C1CCCC21. As a reaction SMILES: [CH3:18][C:19](=[O:20])[O:21][C:22](=[O:23])[CH3:24].[OH:1][CH2:2][CH2:3][c:4]1[cH:5][cH:6][c:7]2[c:12]([cH:13]1)[NH:11][C:10](=[O:14])[CH:9]1[CH:8]2[CH2:17][CH2:16][CH2:15]1.[cH:25]1[cH:26][cH:27][n:28][cH:29][cH:30]1>>[O:1]([CH2:2][CH2:3][c:4]1[cH:5][cH:6][c:7]2[c:12]([cH:13]1)[NH:11][C:10](=[O:14])[CH:9]1[CH:8]2[CH2:17][CH2:16][CH2:15]1)[C:19]([CH3:18])=[O:20]. The reactants are N1=C(C=CC=C1)C=1C(=C2N(N1)CCC2)C2=CC=NC1=CC(=CC=C21)O (4-(2-Pyridin-2-yl-5,6-dihydro-4H-pyrrolo[1,2-b]pyrazol-3-yl)-quinolin-7-ol), CC(C)OC(=O)/N=N/C(=O)OC(C)C (diisopropylazodicarboxylate), C1(=CC=CC=C1)P(C1=CC=CC=C1)C1=CC=CC=C1 (triphenylphosphine), N1=CC=C(C=C1)CO (4-pyridylcarbinol). The solvent is C1(=CC=CC=C1)C (toluene), O1CCCC1 (tetrahydrofuran). Conditions: temperature 75 celsius. Product: N1=C(C=CC=C1)C=1C(=C2N(N1)CCC2)C2=CC=NC1=CC(=CC=C21)OCC2=CC=NC=C2 (4-(2-Pyridin-2-yl-5,6-dihydro-4H-pyrrolo[1,2-b]pyrazol-3-yl)-7-(pyridin-4-ylmethoxy)-quinoline). As a reaction SMILES: [N:1]1[CH:6]=[CH:5][CH:4]=[CH:3][C:2]=1[C:7]1[C:8]([C:15]2[C:24]3[C:19](=[CH:20][C:21]([OH:25])=[CH:22][CH:23]=3)[N:18]=[CH:17][CH:16]=2)=[C:9]2[CH2:14][CH2:13][CH2:12][N:10]2[N:11]=1.C1(P(C2C=CC=CC=2)C2C=CC=CC=2)C=CC=CC=1.[N:45]1[CH:50]=[CH:49][C:48]([CH2:51]O)=[CH:47][CH:46]=1.CC(OC(/N=N/C(OC(C)C)=O)=O)C>C1(C)C=CC=CC=1.O1CCCC1>[N:1]1[CH:6]=[CH:5][CH:4]=[CH:3][C:2]=1[C:7]1[C:8]([C:15]2[C:24]3[C:19](=[CH:20][C:21]([O:25][CH2:51][C:48]4[CH:49]=[CH:50][N:45]=[CH:46][CH:47]=4)=[CH:22][CH:23]=3)[N:18]=[CH:17][CH:16]=2)=[C:9]2[CH2:14][CH2:13][CH2:12][N:10]2[N:11]=1. Reported procedure: 4-(2-Pyridin-2-yl-5,6-dihydro-4H-pyrrolo[1,2-b]pyrazol-3-yl)-quinolin-7-ol (0.100 g, 0.305 mmol), triphenylphosphine (0.080 g, 0.305 mmol), and 4-pyridylcarbinol (0.033 g, 0.305 mmol) are combined in toluene (1.0 mL) and treated with diisopropylazodicarboxylate (0.062 g, 0.305 mmol). The resulting mixture is heated at 75° C. for 18 hours. The mixture is diluted with tetrahydrofuran and heated at 75° C. for 24 h. The mixture is placed on a 10 g SCX resin column which is washed sequentially with d... RXN SMILES: [C:21](=[O:22])([O-:23])[O-:24].[CH3:27][N:28]([CH3:29])[CH:30]=[O:31].[K+:25].[K+:26].[N+:1]([O-:2])(=[O:3])[c:4]1[cH:5][c:6]([C:12]#[N:13])[c:7]([C:8]#[N:9])[cH:10][cH:11]1.[n:14]1[cH:15][cH:16][c:17]([SH:20])[cH:18][cH:19]1>>[c:4]1([S:20][c:17]2[cH:16][cH:15][n:14][cH:19][cH:18]2)[cH:5][c:6]([C:12]#[N:13])[c:7]([C:8]#[N:9])[cH:10][cH:11]1. The reactants are O=C([O-])[O-], CN(C)C=O, [K+], [K+], N#Cc1ccc([N+](=O)[O-])cc1C#N, Sc1ccncc1. Product: N#Cc1ccc(Sc2ccncc2)cc1C#N.